From a dataset of the Open Reaction Database (ORD), a public repository of structured organic reaction records. describe an organic reaction: reactants, conditions, products, and yield The reactants are C(C)(=O)OCC1=C(N2C([C@H]([C@H]2SC1)NC(=S)N)=O)C(=O)OC(C1=CC=CC=C1)C1=CC=CC=C1 ((6R-trans)-3-[(acetyloxy)methyl]-7-[(aminothioxomethyl)amino]-8-oxo-5-thia-1-azabicyclo[4.2.0]oct-2-ene-2-carboxylic acid, diphenylmethyl ester), BrCC(=O)C1=CC=CC=C1 (2-bromo-1-phenylethanone), C([O-])([O-])=O.[K+].[K+] (potassium carbonate). Solvent: C(C)#N (acetonitrile). Run at time 8 hour. Product: C(C)(=O)OCC1=C(N2C([C@H]([C@H]2SC1)NC=1SC=C(N1)C1=CC=CC=C1)=O)C(=O)OC(C1=CC=CC=C1)C1=CC=CC=C1 ((6R-trans)-3-[(Acetyloxy)methyl]-8-oxo-7-[(4-phenyl-2-thiazolyl)amino]-5-thia-1-azabicyclo[4.2.0]oct-2-ene-2-carboxylic acid, diphenylmethyl ester). Isolated yield 101.9%. As a reaction SMILES: [C:1]([O:4][CH2:5][C:6]1[CH2:13][S:12][C@H:11]2[N:8]([C:9](=[O:18])[C@H:10]2[NH:14][C:15]([NH2:17])=[S:16])[C:7]=1[C:19]([O:21][CH:22]([C:29]1[CH:34]=[CH:33][CH:32]=[CH:31][CH:30]=1)[C:23]1[CH:28]=[CH:27][CH:26]=[CH:25][CH:24]=1)=[O:20])(=[O:3])[CH3:2].Br[CH2:36][C:37]([C:39]1[CH:44]=[CH:43][CH:42]=[CH:41][CH:40]=1)=O.C(=O)([O-])[O-].[K+].[K+]>C(#N)C>[C:1]([O:4][CH2:5][C:6]1[CH2:13][S:12][C@H:11]2[N:8]([C:9](=[O:18])[C@H:10]2[NH:14][C:15]2[S:16][CH:36]=[C:37]([C:39]3[CH:44]=[CH:43][CH:42]=[CH:41][CH:40]=3)[N:17]=2)[C:7]=1[C:19]([O:21][CH:22]([C:29]1[CH:34]=[CH:33][CH:32]=[CH:31][CH:30]=1)[C:23]1[CH:24]=[CH:25][CH:26]=[CH:27][CH:28]=1)=[O:20])(=[O:3])[CH3:2] |f:2.3.4|. Reported procedure: A mixture of 539 mg of (6R-trans)-3-[(acetyloxy)methyl]-7-[(aminothioxomethyl)amino]-8-oxo-5-thia-1-azabicyclo[4.2.0]oct-2-ene-2-carboxylic acid, diphenylmethyl ester, 240 mg of 2-bromo-1-phenylethanone, 85 mg of potassium carbonate and 7 ml of acetonitrile was stirred overnight, then filtered through hydrous magnesium silicate. The filtrate was evaporated, giving 660 mg of the desired compound [α]D26 =+68°±3° (c, 0.4 chloroform).